This data is from the Open Reaction Database (ORD), a public repository of structured organic reaction records. The task is: describe an organic reaction: reactants, conditions, products, and yield Reactants: C[C@@H]1CC[C@H](CC1)NC(C=CC1=CC(=C(C=C1)OCCCl)OC)=O (N-(trans-4-methylcyclohexyl)-4-(2-chloroethoxy)-3-methoxycinnamamide), CNC (dimethylamine). Run in CC(=O)CC(C)C (methylisobutylketone). Product: C[C@@H]1CC[C@H](CC1)NC(C=CC1=CC(=C(C=C1)OCCN(C)C)OC)=O (N-(trans-4-methylcyclohexyl)-4-(2-dimethylaminoethoxy)-3-methoxycinnamamide). As a reaction SMILES: [CH3:1][C@H:2]1[CH2:7][CH2:6][C@H:5]([NH:8][C:9](=[O:24])[CH:10]=[CH:11][C:12]2[CH:17]=[CH:16][C:15]([O:18][CH2:19][CH2:20]Cl)=[C:14]([O:22][CH3:23])[CH:13]=2)[CH2:4][CH2:3]1.[CH3:25][NH:26][CH3:27]>CC(CC(C)C)=O>[CH3:1][C@H:2]1[CH2:7][CH2:6][C@H:5]([NH:8][C:9](=[O:24])[CH:10]=[CH:11][C:12]2[CH:17]=[CH:16][C:15]([O:18][CH2:19][CH2:20][N:26]([CH3:27])[CH3:25])=[C:14]([O:22][CH3:23])[CH:13]=2)[CH2:4][CH2:3]1. Reported procedure: Using 5 g of N-(trans-4-methylcyclohexyl)-4-(2-chloroethoxy)-3-methoxycinnamamide (Example 138), 100 ml of methylisobutylketone, and 150 ml of a 50% aqueous dimethylamine solution, a reaction similar to that conducted in Example 107 was carried out. As a result, 3.59 g of N-(trans-4-methylcyclohexyl)-4-(2-dimethylaminoethoxy)-3-methoxycinnamamide (a compound of the present invention) was obtained as white crystal, which had the following physiochemical properties: The reactants are C1(CC1)CN(C(C(=COCC)C#N)=O)C1=CC(=CC=C1)C(F)(F)F (2-cyano-3-ethoxyacrylic acid N-cyclopropylmethyl-N-(3-trifluoromethylphenyl)amide), C(N)(=N)N1C(NC(C1)(C)C)=O (1-amidino-4,4-dimethyl-2-oxoimidazolidine), C1(CC1)CN(C(C(=COCC)C#N)=O)C1=CC(=CC=C1)C(F)(F)F (2-cyano-3-ethoxyacrylic acid N-cyclopropylmethyl-N-(3-trifluoromethylphenyl)amide). Run in COCCOC (DME), COCCOC (DME). Conditions: time 2 day. Product: C(#N)C(=CNC(N1C(NC(C1)(C)C)=O)=N)C(N(C1=CC(=CC=C1)C(F)(F)F)CC1CC1)=O (1-cyano-1-[N-cyclopropylmethyl-N-(3-trifluoromethylphenyl)carbamoyl]-2-[imino(4,4-dimethyl-2-oxo-1-imidazolidinyl)methylamino]ethene). Yield: 47.0%. RXN SMILES: [CH:1]1([CH2:4][N:5]([C:15]2[CH:20]=[CH:19][CH:18]=[C:17]([C:21]([F:24])([F:23])[F:22])[CH:16]=2)[C:6](=[O:14])[C:7]([C:12]#[N:13])=[CH:8]OCC)[CH2:3][CH2:2]1.[C:25]([N:28]1[CH2:32][C:31]([CH3:34])([CH3:33])[NH:30][C:29]1=[O:35])(=[NH:27])[NH2:26]>COCCOC>[C:12]([C:7]([C:6](=[O:14])[N:5]([CH2:4][CH:1]1[CH2:2][CH2:3]1)[C:15]1[CH:20]=[CH:19][CH:18]=[C:17]([C:21]([F:23])([F:24])[F:22])[CH:16]=1)=[CH:8][NH:27][C:25](=[NH:26])[N:28]1[CH2:32][C:31]([CH3:33])([CH3:34])[NH:30][C:29]1=[O:35])#[N:13]. Procedure details: A solution of 8.2 g of (unpurified, about 90% pure) 2-cyano-3-ethoxyacrylic acid N-isopropyl-N-(3-trifluoromethylphenyl)amide (compound IV: R4 =CH(CH3)2 ; R5, R6 =H; R7 =C2H5) in 20 ml of abs. DME was added dropwise to a suspension of 3.91 g (25 mmol) of 1-amidino-4,4-dimethyl-2-oxoimidazolidine in 16 ml of abs. DME at 20°, and the mixture was stirred at 22°-24° for 4.5 hours. The mixture was then evaporated in vacuo at a maximum bath temperature of 25°. The oily residue was taken up in 250 ml o... The reactants are C(CC)OC1=CC=C(C=O)C=C1 (p-propoxybenzaldehyde), [Br-].C(=O)(O)CCCCC[P+](C1=CC=CC=C1)(C1=CC=CC=C1)C1=CC=CC=C1 (5-carboxypentyltriphenylphosphonium bromide), C1CCOC1 (THF). Yields the product C(CC)OC1(CC=CC=C1)C=CCCCCC(=O)O (7-(1-Propoxyphenyl)-6-heptenoic acid). Yield: 60.0%. As a reaction SMILES: [CH2:1]([O:4][C:5]1[CH:12]=[CH:11][C:8](C=O)=[CH:7][CH:6]=1)[CH2:2][CH3:3].[Br-].[C:14]([CH2:17][CH2:18][CH2:19][CH2:20][CH2:21][P+](C1C=CC=CC=1)(C1C=CC=CC=1)C1C=CC=CC=1)([OH:16])=[O:15].[CH2:41]1COCC1>>[CH2:1]([O:4][C:5]1([CH:41]=[CH:21][CH2:20][CH2:19][CH2:18][CH2:17][C:14]([OH:16])=[O:15])[CH:6]=[CH:7][CH:8]=[CH:11][CH2:12]1)[CH2:2][CH3:3] |f:1.2|. Procedure details: This compound was synthesized from p-propoxybenzaldehyde (3.26 g, 20 mmol, prepared from 1-bromopropane and 4-hydroxybenzaldehyde) and 5-carboxypentyltriphenylphosphonium bromide (9.50 g, 20 mmol) in THF (100 mL) by a Wittig reaction. Crystallization (petroleum ether) afforded the product (3.15 g, 60%) as white crystals (mp: 52-53° C.). IR: 3450-2500, 1730 cm-1 ; 1H-NMR: 1.00 (t, 3H), 1.48 (m, 2H), 1.67 (m, 2H), 1.82 (m, 2H), 2.35 (m, 4H), 3.92 (t, 2H), 5.72+6.05 (m, 1H), 6.35 (d, 1H), 7.05 (q, ... Starting materials: C(C)(C)(C)OC(=O)N1C[C@H]2CC(=C([C@@H](C1)N2C(=O)OC(C)(C)C)C(=O)O)C2=CC=C(C=C2)OCCOC2=C(C=C(C=C2Cl)C)Cl ((1R,5S)-7-{4-[2-(2,6-dichloro-4-methyl-phenoxy)-ethoxy]-phenyl}-3,9-diaza-bicyclo[3.3.1]non-6-ene-3,6,9-tricarboxylic acid 3,9-di-tert-butyl ester), C1(CC1)NCC1=C(C(=CC(=C1)CCCOC)Cl)Cl (cyclopropyl-[2,3-dichloro-5-(3-methoxy-propyl)-benzyl]-amine). Yields the product C1(CC1)N(C(=O)C=1[C@H]2CNC[C@@H](CC1C1=CC=C(C=C1)OCCOC1=C(C=C(C=C1Cl)C)Cl)N2)CC2=C(C(=CC(=C2)CCCOC)Cl)Cl ((1R,5S)-7-{4-[2-(2,6-Dichloro-4-methyl-phenoxy)-ethoxy]-phenyl}-3,9-diaza-bicyclo[3.3.1]non-6-ene-6-carboxylic acid cyclopropyl-[2,3-dichloro-5-(3-methoxy-propyl)-benzyl]-amide). As a reaction SMILES: C(OC([N:8]1[CH2:15][C@H:14]2[N:16](C(OC(C)(C)C)=O)[C@H:10]([CH2:11][C:12]([C:27]3[CH:32]=[CH:31][C:30]([O:33][CH2:34][CH2:35][O:36][C:37]4[C:42]([Cl:43])=[CH:41][C:40]([CH3:44])=[CH:39][C:38]=4[Cl:45])=[CH:29][CH:28]=3)=[C:13]2[C:24](O)=[O:25])[CH2:9]1)=O)(C)(C)C.[CH:46]1([NH:49][CH2:50][C:51]2[CH:56]=[C:55]([CH2:57][CH2:58][CH2:59][O:60][CH3:61])[CH:54]=[C:53]([Cl:62])[C:52]=2[Cl:63])[CH2:48][CH2:47]1>>[CH:46]1([N:49]([CH2:50][C:51]2[CH:56]=[C:55]([CH2:57][CH2:58][CH2:59][O:60][CH3:61])[CH:54]=[C:53]([Cl:62])[C:52]=2[Cl:63])[C:24]([C:13]2[C@@H:14]3[NH:16][C@H:10]([CH2:11][C:12]=2[C:27]2[CH:28]=[CH:29][C:30]([O:33][CH2:34][CH2:35][O:36][C:37]4[C:42]([Cl:43])=[CH:41][C:40]([CH3:44])=[CH:39][C:38]=4[Cl:45])=[CH:31][CH:32]=2)[CH2:9][NH:8][CH2:15]3)=[O:25])[CH2:48][CH2:47]1. Procedure details: This compound was synthesized from (1R,5S)-7-{4-[2-(2,6-dichloro-4-methyl-phenoxy)-ethoxy]-phenyl}-3,9-diaza-bicyclo[3.3.1]non-6-ene-3,6,9-tricarboxylic acid 3,9-di-tert-butyl ester and cyclopropyl-[2,3-dichloro-5-(3-methoxy-propyl)-benzyl]-amine as for compound L1, and then Example 1. MS (ESI, Q+) m/z 733.9. Starting materials: BrC1=C(C(=O)O)C=CC(=C1)C(F)(F)F (2-bromo-4-(trifluoromethyl)benzoic acid), CC1(OB(OC1(C)C)C=1C=CC(=NC1)C(=O)NCCC(=O)OCC)C (ethyl 3-(5-(4,4,5,5-tetramethyl-1,3,2-dioxaborolan-2-yl)picolinamido)propanoate), C(=O)([O-])[O-].[K+].[K+] (K2CO3), Cl (HCl). Reagents/catalysts: C1=CC=C(C=C1)P([C-]2C=CC=C2)C3=CC=CC=C3.C1=CC=C(C=C1)P([C-]2C=CC=C2)C3=CC=CC=C3.Cl[Pd]Cl.[Fe+2] (Pd(dppf)Cl2). Solvent: O1CCOCC1 (1,4-dioxane), O (water), CCOC(=O)C (EtOAc), O (water). Reaction conditions: time 3 hour. Product: C(C)OC(CCNC(=O)C1=CC=C(C=N1)C1=C(C(=O)O)C=CC(=C1)C(F)(F)F)=O (2-(6-((3-ethoxy-3-oxopropyl)carbamoyl)pyridin-3-yl)-4-(trifluoromethyl)benzoic acid). RXN SMILES: Br[C:2]1[CH:10]=[C:9]([C:11]([F:14])([F:13])[F:12])[CH:8]=[CH:7][C:3]=1[C:4]([OH:6])=[O:5].CC1(C)C(C)(C)OB([C:23]2[CH:24]=[CH:25][C:26]([C:29]([NH:31][CH2:32][CH2:33][C:34]([O:36][CH2:37][CH3:38])=[O:35])=[O:30])=[N:27][CH:28]=2)O1.C([O-])([O-])=O.[K+].[K+].Cl>O1CCOCC1.C1C=CC(P(C2C=CC=CC=2)[C-]2C=CC=C2)=CC=1.C1C=CC(P(C2C=CC=CC=2)[C-]2C=CC=C2)=CC=1.Cl[Pd]Cl.[Fe+2].O.CCOC(C)=O>[CH2:37]([O:36][C:34](=[O:35])[CH2:33][CH2:32][NH:31][C:29]([C:26]1[N:27]=[CH:28][C:23]([C:2]2[CH:10]=[C:9]([C:11]([F:14])([F:13])[F:12])[CH:8]=[CH:7][C:3]=2[C:4]([OH:6])=[O:5])=[CH:24][CH:25]=1)=[O:30])[CH3:38] |f:2.3.4,7.8.9.10|. Reported procedure: 2-bromo-4-(trifluoromethyl)benzoic acid (538 mg, 2.0 mmol), ethyl 3-(5-(4,4,5,5-tetramethyl-1,3,2-dioxaborolan-2-yl)picolinamido)propanoate (1.0 g, 3.0 mmol), Pd(dppf)Cl2 (163 mg, 0.2 mmol), and K2CO3 (1.1 g, 8.0 mmol) were dissolved in 1,4-dioxane (12 mL) and water (4 mL) and heated to 90° C. After 3 h the resulting mixture was diluted EtOAc and water and 2N aqueous HCl was added until the pH of the aqueous layer was ca. 3-4. The layers were separated and the aqueous layer was extracted with Et... The reactants are C(=O)(OCC)NC=1C=CC2=C(N(C3=C(C=C2)C=CC=C3)C(CCl)=O)C1 (3-carbethoxyamino-5-chloroacetyl-5H-dibenz[b,f]azepine), CN (methylamine), C(C)O (ethanol). Reaction conditions: time 5 hour. Yields the product C(=O)(OCC)NC=1C=C(C2=C(N(C3=C(CC2)C=CC=C3)NC)C1)C(C)=O (3-carbethoxyamino-5-methylamino-acetyl-10,11-dihydro-5H-dibenz[b,f]azepine). As a reaction SMILES: [C:1]([NH:6][C:7]1[CH:8]=[CH:9][C:10]2[CH:16]=[CH:15][C:14]3[CH:17]=[CH:18][CH:19]=[CH:20][C:13]=3[N:12](C(=O)CCl)[C:11]=2[CH:25]=1)([O:3][CH2:4][CH3:5])=[O:2].[CH3:26][NH2:27].[CH2:28]([OH:30])[CH3:29]>>[C:1]([NH:6][C:7]1[CH:8]=[C:9]([C:28](=[O:30])[CH3:29])[C:10]2[CH2:16][CH2:15][C:14]3[CH:17]=[CH:18][CH:19]=[CH:20][C:13]=3[N:12]([NH:27][CH3:26])[C:11]=2[CH:25]=1)([O:3][CH2:4][CH3:5])=[O:2]. Reported procedure: 12 g, 0.033 moles of 3-carbethoxyamino-5-chloroacetyl-5H-dibenz[b,f]azepine (hereafter referred to as "Startazepine 5") is suspended in 150 ml of ethanol. About 50 ml of an approximately 35% aqueous methylamine solution (about 0.5 moles of CH3NH2) are added and the mixture is stirred for 5 hours at 50° C. to 60° C., a clear, light yellow solution is formed. The reaction mixture is concentrated under vacuum to half the volume and then mixed with copious amounts of water. The oily precipitated bas...